From a dataset of the Open Reaction Database (ORD), a public repository of structured organic reaction records. describe an organic reaction: reactants, conditions, products, and yield Reactants: Cl.Cl.CN1CCN(CC1)CC1=C(C=C(C(=O)Cl)C=C1)C(F)(F)F (4-(4-methylpiperazin-1-ylmethyl)-3-trifluoromethylbenzoyl chloride dihydrochloride), NC1=C(C=CC(=C1)N)C (2,4-diaminotoluene), C(C)(C)N(CC)C(C)C (N,N-diisopropyl-N-ethylamine). The reagents and catalysts are CN(C1=CC=NC=C1)C (4-(dimethylamino)pyridine). Solvent: C(C)#N (acetonitrile). Yields the product CN1CCN(CC1)CC1=C(C=C(C(=O)NC2=CC(=C(C=C2)C)N)C=C1)C(F)(F)F (4-(4-methylpiperazin-1-ylmethyl)-3-trifluoromethyl-N-(3-amino-4-methylphenyl)benzamide). The yield is 74.0%. Reaction SMILES: [NH2:1][C:2]1[CH:7]=[C:6]([NH2:8])[CH:5]=[CH:4][C:3]=1[CH3:9].C(N(C(C)C)CC)(C)C.Cl.Cl.[CH3:21][N:22]1[CH2:27][CH2:26][N:25]([CH2:28][C:29]2[CH:37]=[CH:36][C:32]([C:33](Cl)=[O:34])=[CH:31][C:30]=2[C:38]([F:41])([F:40])[F:39])[CH2:24][CH2:23]1>CN(C)C1C=CN=CC=1.C(#N)C>[CH3:21][N:22]1[CH2:23][CH2:24][N:25]([CH2:28][C:29]2[CH:37]=[CH:36][C:32]([C:33]([NH:8][C:6]3[CH:5]=[CH:4][C:3]([CH3:9])=[C:2]([NH2:1])[CH:7]=3)=[O:34])=[CH:31][C:30]=2[C:38]([F:41])([F:39])[F:40])[CH2:26][CH2:27]1 |f:2.3.4|. Procedure: 1.04 g of 2,4-diaminotoluene, 104 mg of 4-(dimethylamino)pyridine and 4.9 ml of N,N-diisopropyl-N-ethylamine were dissolved in 40 ml of acetonitrile. Under ice-cool stirring, 3.70 g of 4-(4-methylpiperazin-1-ylmethyl)-3-trifluoromethylbenzoyl chloride dihydrochloride (Reference Example 2) was added by four portions. After stirring for 1 hour, the solvent was distilled off under reduced pressure and diluted with water. The reaction solution was alkalified with an aqueous saturated sodium hydrogen... Reactants: [Na] (sodium), O (water), ClCC1=CC=CC=2C(C(=C(OC21)C2=CC=CC=C2)C)=O (8-Chloromethyl-3-methyl-4-oxo-2-phenyl-4H-1-benzopyran), O1CCOCC1 (dioxane). Solvent: C(CO)O (ethylene glycol), C=1(C(=CC=CC1)C)C (xylene). Product: ClCC1=CC=CC=2C(C(=C(OC21)C2=CC=CC=C2)C)=O (8-Chloromethyl-3-methyl-4-oxo-2-phenyl-4H-1-benzopyran), OCCOCC1=CC=CC=2C(C(=C(OC21)C2=CC=CC=C2)C)=O (8-(2-Hydroxyethoxymethyl)-3-methyl-4-oxo-2-phenyl-4H-1-benzopyran). As a reaction SMILES: [Na].[Cl:2][CH2:3][C:4]1[C:13]2[O:12][C:11]([C:14]3[CH:19]=[CH:18][CH:17]=[CH:16][CH:15]=3)=[C:10]([CH3:20])[C:9](=[O:21])[C:8]=2[CH:7]=[CH:6][CH:5]=1.O.[O:23]1[CH2:28][CH2:27][O:26][CH2:25][CH2:24]1>C1(C)C(C)=CC=CC=1.C(O)CO>[Cl:2][CH2:3][C:4]1[C:13]2[O:12][C:11]([C:14]3[CH:19]=[CH:18][CH:17]=[CH:16][CH:15]=3)=[C:10]([CH3:20])[C:9](=[O:21])[C:8]=2[CH:7]=[CH:6][CH:5]=1.[OH:23][CH2:28][CH2:27][O:26][CH2:25][C:24]1[C:13]2[O:12][C:11]([C:14]3[CH:19]=[CH:18][CH:17]=[CH:16][CH:15]=3)=[C:10]([CH3:20])[C:9](=[O:21])[C:8]=2[CH:7]=[CH:6][CH:5]=1 |^1:0|. Procedure details: A solution of 2.5 g of Intermediate XIX in 25 ml of xylene and 3 ml of dioxane was prepared. 0.15 g of sodium was dissolved in 3.10 ml of anhydrous ethylene glycol, and this solution was added dropwise at ambient temperature to the solution of Intermediate XIX. After refluxing for 5.5 hours, the reaction mixture was cooled to ambient temperature and poured into 50 ml of water. It was extracted with dichloromethane, and the extract was washed with sodium chloride solution, dried on anhydrous sodi... Starting materials: ( 5 ), O=C(CC(=O)NC1=CC=CC=C1)CCCC1(OCCO1)C1=CC=CC=C1 (3-oxo-N-phenyl-6-(2-phenyl-1,3-dioxolan-2-yl)hexanamide), NN (hydrazine). Run in C1CCOC1 (THF). Reaction conditions: time 2 hour. Yields the product C1(=CC=CC=C1)C1(OCCO1)CCCC1=NNC(C1)=O (3-(3-(2-phenyl-1,3-dioxolan-2-yl)propyl)-1H-pyrazol-5(4H)-one). Isolated yield 72.6%. Reaction SMILES: O=[C:2]([CH2:13][CH2:14][CH2:15][C:16]1([C:21]2[CH:26]=[CH:25][CH:24]=[CH:23][CH:22]=2)[O:20][CH2:19][CH2:18][O:17]1)[CH2:3][C:4]([NH:6]C1C=CC=CC=1)=[O:5].[NH2:27]N>C1COCC1>[C:21]1([C:16]2([CH2:15][CH2:14][CH2:13][C:2]3[CH2:3][C:4](=[O:5])[NH:6][N:27]=3)[O:20][CH2:19][CH2:18][O:17]2)[CH:26]=[CH:25][CH:24]=[CH:23][CH:22]=1. Reported procedure: Step AAH (5): To a soln of 3-oxo-N-phenyl-6-(2-phenyl-1,3-dioxolan-2-yl)hexanamide (444 mg, 1.256 mmol) in THF (1 mL) was added hydrazine (0.059 mL, 1.88 mmol). The mixture was stirred at rt for 2 h, then at 65° C. for 2 h. The reaction mixture was concentrated in vacuo. Dichloromethane (10 mL) was added to the crude residue. After cooling to 0° C., the product crystallized out. The solid was collected by vacuum filtration and dried under high vacuum to afford 3-(3-(2-phenyl-1,3-dioxolan-2-yl)pr... Reactants: C(CCCCCCCCCCCCCCC)(=O)O (palmitic acid), C(CCCCCCCCCCCCCCCCC)(=O)O (stearic acid), C(CCCCCCC\C=C/CCCCCCCC)(=O)O (oleic acid), C(CCCCCCC\C=C/C\C=C/CCCCC)(=O)O (linoleic acid). Yields the product CC/C=C\C/C=C\C/C=C\CCCCCCCC(=O)O (linolenic acid). As a reaction SMILES: C(O)(=O)CCCCCCCCCCCCCCC.[C:19]([OH:38])(=[O:37])[CH2:20][CH2:21][CH2:22][CH2:23][CH2:24][CH2:25][CH2:26][CH2:27][CH2:28][CH2:29][CH2:30][CH2:31][CH2:32][CH2:33][CH2:34][CH2:35][CH3:36].C(O)(=O)CCCCCCC/C=C\CCCCCCCC.C(O)(=O)CCCCCCC/C=C\C/C=C\CCCCC>>[CH3:36][CH2:35]/[CH:34]=[CH:33]\[CH2:32]/[CH:31]=[CH:30]\[CH2:29]/[CH:28]=[CH:27]\[CH2:26][CH2:25][CH2:24][CH2:23][CH2:22][CH2:21][CH2:20][C:19]([OH:38])=[O:37]. Reported procedure: Refined, bleached, and deodorized high oleic soybean oil (RBD HOS oil) containing triglycerides of the following fatty acids: palmitic acid (6.5 wt %), stearic acid (4.15 wt %), oleic acid (73.9 wt %), linoleic acid (8.77 wt %), and linolenic acid (2.94 wt %) was obtained according to U.S. Pat. No. 5,981,781. Crude high oleic soybean oil (HOS oil) containing palmitic acid (6.5 wt %), stearic acid (4.1 wt %), oleic acid (74.8 wt %), linoleic acid (7.6 wt %), and linolenic acid (2.8 wt %) was obta... The reactants are C(C)(C)(C)C1=CC(=NC=N1)NC(=O)NC1=C(C=C(C=C1)OC1=CC(=NC=C1)C#N)F (1-(6-tert-butylpyrimidin-4-yl)-3-[4-(2-cyanopyridin-4-yloxy)-2-fluorophenyl]urea), NC1=CC=C(OC2=CC(=NC=C2)C(N)=S)C=C1 (4-(4-aminophenoxy)pyridine-2-thioamide). The product is C(C)(C)(C)C1=CC(=NC=N1)NC(NC1=CC=C(OC2=CC(=NC=C2)C(N)=S)C=C1)=O (4-{4-[3-(6-tert-Butylpyrimidin-4-yl)ureido]phenoxy}pyridine-2-carbothioic acid amide). As a reaction SMILES: [C:1]([C:5]1[N:10]=[CH:9][N:8]=[C:7]([NH:11][C:12]([NH:14][C:15]2[CH:20]=[CH:19][C:18]([O:21][C:22]3[CH:27]=[CH:26][N:25]=[C:24]([C:28]#[N:29])[CH:23]=3)=[CH:17][C:16]=2F)=[O:13])[CH:6]=1)([CH3:4])([CH3:3])[CH3:2].NC1C=CC(OC2C=CN=C(C(=[S:45])N)C=2)=CC=1>>[C:1]([C:5]1[N:10]=[CH:9][N:8]=[C:7]([NH:11][C:12](=[O:13])[NH:14][C:15]2[CH:20]=[CH:19][C:18]([O:21][C:22]3[CH:27]=[CH:26][N:25]=[C:24]([C:28](=[S:45])[NH2:29])[CH:23]=3)=[CH:17][CH:16]=2)[CH:6]=1)([CH3:4])([CH3:3])[CH3:2]. Procedure: The title compound was prepared in the same manner as described for 1-(6-tert-butylpyrimidin-4-yl)-3-[4-(2-cyanopyridin-4-yloxy)-2-fluorophenyl]urea, replacing 4-(4-amino-3-fluorophenoxy)pyridine-2-car-bonitrile for 4-(4-aminophenoxy)pyridine-2-thioamide. 1H-NMR (DMSO-d6) δ 10.32 (broad s, 1H), 10.20 (broad s, 1H), 10.13 (s, 1H), 9.93 (broad s, 1H), 9.72 (s, 1H), 8.74 (d, J=1.2 Hz, 1H), 8.46 (d, J=5.7 Hz, 1H), 7.95 (d, J=2.1 Hz, 1H), 7.67 (d, J=1.2 Hz, 1H), 7.64 to 7.60 (m, 2H), 7.21 to 7.17 (m,... Reactants: C(C)(=O)O (Acetic acid), C(C1=CC=CC=C1)O (Benzyl alcohol), [H-].[Na+] (sodium hydride), C1CN2CCN1CC2.N1=CN=C2N=CNC2=C1 (DABCO purine). The solvent is CS(=O)C (DMSO). Run at time 48 hour. Product: C=1C=CC(=CC1)COC=2C3=C(NC=N3)N=C(N2)N (O6-Benzylguanine). As a reaction SMILES: [CH2:1]([OH:8])[C:2]1[CH:7]=[CH:6][CH:5]=[CH:4][CH:3]=1.[H-].[Na+].C1N2CC[N:13](CC2)C1.[N:19]1[CH:27]=[C:26]2[C:22]([N:23]=[CH:24][NH:25]2)=[N:21][CH:20]=1.C(O)(=O)C>CS(C)=O>[CH:5]1[CH:4]=[CH:3][C:2]([CH2:1][O:8][C:27]2[C:26]3[N:25]=[CH:24][NH:23][C:22]=3[N:21]=[C:20]([NH2:13])[N:19]=2)=[CH:7][CH:6]=1 |f:1.2,3.4|. Procedure: Benzyl alcohol (215 mg, 1.99 mmol) was added to sodium hydride (0.017 g, 0.71 mmol) in anhydrous DMSO (0.4 ml). After 1 h ‘DABCO-purine’ (0.10 g, 0.36 mmol) was added and the reaction stirred for 48 h at room temperature. Acetic acid (0.06 ml) was added and the solvents removed in vacuo. The residue was purified by flash column chromatography on silica gel, eluting with 10% methanol in dichloromethane. The title compound was collected as a white solid (69 mg, 81%). λmax (CH3OH)/nm 285; δH (200 M... Starting materials: C(C)OC(C(=O)O)C1=C(C=C(C=C1)OC)F ((RS)-Ethoxy-(2-fluoro-4-methoxy-phenyl)-acetic acid), NCC1=CC=C(C#N)C=C1 (4-aminomethyl benzonitrile). The product is C(#N)C1=CC=C(CNC(C(C2=C(C=C(C=C2)OC)F)OCC)=O)C=C1 ((RS)-N-(4-cyano-benzyl)-2-ethoxy-2-(2-fluoro-4-methoxy-phenyl)-acetamide). As a reaction SMILES: [CH2:1]([O:3][CH:4]([C:8]1[CH:13]=[CH:12][C:11]([O:14][CH3:15])=[CH:10][C:9]=1[F:16])[C:5]([OH:7])=O)[CH3:2].[NH2:17][CH2:18][C:19]1[CH:26]=[CH:25][C:22]([C:23]#[N:24])=[CH:21][CH:20]=1>>[C:18]([C:19]1[CH:26]=[CH:25][C:22]([CH2:23][NH:24][C:5](=[O:7])[CH:4]([O:3][CH2:1][CH3:2])[C:8]2[CH:13]=[CH:12][C:11]([O:14][CH3:15])=[CH:10][C:9]=2[F:16])=[CH:21][CH:20]=1)#[N:17]. Procedure: (RS)-Ethoxy-(2-fluoro-4-methoxy-phenyl)-acetic acid was coupled with 4-aminomethyl benzonitrile according to general procedure B to give (RS)-N-(4-cyano-benzyl)-2-ethoxy-2-(2-fluoro-4-methoxy-phenyl)-acetamide. Yellow oil. MS 343.2 ([M+H]+) Run in O1CCCC1 (tetrahydrofuran), C(C)(C)O (isopropyl alcohol), O1CCCC1 (tetrahydrofuran), C(C)(C)O (isopropyl alcohol). Conditions: time 4 hour. Reaction SMILES: [C:1]1([CH3:13])[CH:6]=[CH:5][C:4]([S:7]([CH2:10][N+:11]#[C-:12])(=[O:9])=[O:8])=[CH:3][CH:2]=1.CN(C)C(N(C)C)=N.C(O[CH:26]([C:32]1[CH:37]=[CH:36][CH:35]=[CH:34][CH:33]=1)[CH:27]([N+]([O-])=O)[CH3:28])(=O)C.O>O1CCCC1.C(O)(C)C>[CH3:28][C:27]1[C:26]([C:32]2[CH:37]=[CH:36][CH:35]=[CH:34][CH:33]=2)=[C:10]([S:7]([C:4]2[CH:3]=[CH:2][C:1]([CH3:13])=[CH:6][CH:5]=2)(=[O:8])=[O:9])[NH:11][CH:12]=1. Procedure details: To a solution of p-toluenesulfonylmethyl isocyanide (6.1 g) and 1,1,3,3-tetramethylguanidine (8.3 mL) in tetrahydrofuran (18 mL) and isopropyl alcohol (18 mL) was added dropwise a solution of 2-nitro-1-phenylpropyl acetate (7.0 g) in tetrahydrofuran (3 mL) and isopropyl alcohol (3 mL), and the mixture was stirred at room temperature for 4 hr. Water was added to the reaction mixture, and the mixture was extracted with a mixed solvent of ethyl acetate and tetrahydrofuran. The extract was washed wi... Yield: 62.7%. Product: CC=1C(=C(NC1)S(=O)(=O)C1=CC=C(C=C1)C)C1=CC=CC=C1 (4-methyl-2-[(4-methylphenyl)sulfonyl]-3-phenyl-1H-pyrrole). Starting materials: O (Water), C1(=CC=C(C=C1)S(=O)(=O)C[N+]#[C-])C (p-toluenesulfonylmethyl isocyanide), CN(C(=N)N(C)C)C (1,1,3,3-tetramethylguanidine), C(C)(=O)OC(C(C)[N+](=O)[O-])C1=CC=CC=C1 (2-nitro-1-phenylpropyl acetate). The reactants are Cl (hydrochloric acid), COC(C1=CC=C(C=C1)C=1SC(=NN1)C1=CC=C(C=C1)N1C[C@H](O[C@H](C1)C)C)=O (4-[5-[4-(cis-2,6-dimethylmorpholin-4-yl)phenyl][1,3,4]thiadiazol-2-yl]benzoic acid methyl ester), [OH-].[Na+] (sodium hydroxide), CO (methanol). The solvent is O1CCCC1 (tetrahydrofuran), O (water). Yields the product C[C@@H]1CN(C[C@@H](O1)C)C1=CC=C(C=C1)C1=NN=C(S1)C1=CC=C(C(=O)O)C=C1 (4-[5-[4-(cis-2,6-dimethylmorpholin-4-yl)phenyl][1,3,4]thiadiazol-2-yl]benzoic acid). Isolated yield 84.3%. RXN SMILES: C[O:2][C:3](=[O:29])[C:4]1[CH:9]=[CH:8][C:7]([C:10]2[S:11][C:12]([C:15]3[CH:20]=[CH:19][C:18]([N:21]4[CH2:26][C@H:25]([CH3:27])[O:24][C@H:23]([CH3:28])[CH2:22]4)=[CH:17][CH:16]=3)=[N:13][N:14]=2)=[CH:6][CH:5]=1.[OH-].[Na+].CO.Cl>O.O1CCCC1>[CH3:28][C@H:23]1[O:24][C@@H:25]([CH3:27])[CH2:26][N:21]([C:18]2[CH:17]=[CH:16][C:15]([C:12]3[S:11][C:10]([C:7]4[CH:8]=[CH:9][C:4]([C:3]([OH:29])=[O:2])=[CH:5][CH:6]=4)=[N:14][N:13]=3)=[CH:20][CH:19]=2)[CH2:22]1 |f:1.2|. Procedure: A mixture of 4-[5-[4-(cis-2,6-dimethylmorpholin-4-yl)phenyl][1,3,4]thiadiazol-2-yl]benzoic acid methyl ester (527 mg) and 1.0 mol/l sodium hydroxide solution (2.6 ml) in a mixed solvent of methanol (10 ml) and tetrahydrofuran (25 ml) was refluxed for 6 hours. After cooling to ambient temperature, the reaction mixture was poured into cold water and the mixture was adjusted with 1.0 mol/l hydrochloric acid. The resulting precipitates were filtered, washed with water and dried to give 4-[5-[4-(cis-...